This data is from the Open Reaction Database (ORD), a public repository of structured organic reaction records. The task is: describe an organic reaction: reactants, conditions, products, and yield Reactants: ClC1=NC=C(C(=C1)NC=1C=CC=C2CCN(C(C12)=O)C)Cl (8-[(2,5-dichloropyridin-4-yl)amino]-2-methyl-3,4-dihydroisoquinolin-1-one), NC=1C(=NN(C1)CCO)C (2-(4-amino-3-methyl-pyrazol-1-yl)ethanol), CCOC(=O)C (EtOAc), CCOC(=O)C (EtOAc). Run in CO (MeOH), CO (MeOH). The product is ClC=1C(=CC(=NC1)NC=1C(=NN(C1)CCO)C)NC=1C=CC=C2CCN(C(C12)=O)C (8-[[5-chloro-2-[[1-(2-hydroxyethyl)-3-methyl-pyrazol-4-yl]amino]-4-pyridyl]amino]-2-methyl-3,4-dihydroisoquinolin-1-one). As a reaction SMILES: Cl[C:2]1[CH:7]=[C:6]([NH:8][C:9]2[CH:10]=[CH:11][CH:12]=[C:13]3[C:18]=2[C:17](=[O:19])[N:16]([CH3:20])[CH2:15][CH2:14]3)[C:5]([Cl:21])=[CH:4][N:3]=1.[NH2:22][C:23]1[C:24]([CH3:31])=[N:25][N:26]([CH2:28][CH2:29][OH:30])[CH:27]=1.CCOC(C)=O>CO>[Cl:21][C:5]1[C:6]([NH:8][C:9]2[CH:10]=[CH:11][CH:12]=[C:13]3[C:18]=2[C:17](=[O:19])[N:16]([CH3:20])[CH2:15][CH2:14]3)=[CH:7][C:2]([NH:22][C:23]2[C:24]([CH3:31])=[N:25][N:26]([CH2:28][CH2:29][OH:30])[CH:27]=2)=[N:3][CH:4]=1. Procedure: This compound was prepared from 8-[(2,5-dichloropyridin-4-yl)amino]-2-methyl-3,4-dihydroisoquinolin-1-one and 2-(4-amino-3-methyl-pyrazol-1-yl)ethanol. Column chromatography (SiO2, 50 equiv.; 95:5; EtOAc:MeOH) followed by prep. TLC (SiO2: 20×20 cm; 1000 μM, Analtech, EtOAc:MeOH; 95:5) furnished 45 mg of the desired compound. 1H NMR spectrum (CDCl3) 2.09 (s, 3H), 2.91 (t, 2H), 3.11 (s, 3H), 3.25 (bs, 1H), 3.51 (t, 2H), 3.86-3.95 (m, 2H), 4.05-4.10 (m, 2H), 5.89 (s, 1H), 6.44 (s, 1H), 6.68 (d, 1H)...